Dataset: the Open Reaction Database (ORD), a public repository of structured organic reaction records. Task: describe an organic reaction: reactants, conditions, products, and yield The reactants are CCN(C(C)C)C(C)C, O=C(Cl)C1CC1, ClCCl, CCOC(=O)c1cnn(-c2cccc(-c3cccc(F)c3OCc3ccc(C4CCNCC4)cc3)n2)c1C(F)(F)F, [Na+], O=C([O-])O. The product is CCOC(=O)c1cnn(-c2cccc(-c3cccc(F)c3OCc3ccc(C4CCN(C(=O)C5CC5)CC4)cc3)n2)c1C(F)(F)F. Reaction SMILES: [CH:42]([N:43]([CH:44]([CH3:45])[CH3:46])[CH2:47][CH3:48])([CH3:49])[CH3:50].[CH:51]1([C:54](=[O:55])[Cl:56])[CH2:52][CH2:53]1.[Cl:57][CH2:58][Cl:59].[F:1][c:2]1[c:3]([O:28][CH2:29][c:30]2[cH:31][cH:32][c:33]([CH:36]3[CH2:37][CH2:38][NH:39][CH2:40][CH2:41]3)[cH:34][cH:35]2)[c:4](-[c:8]2[cH:9][cH:10][cH:11][c:12](-[n:14]3[n:15][cH:16][c:17]([C:23](=[O:24])[O:25][CH2:26][CH3:27])[c:18]3[C:19]([F:20])([F:21])[F:22])[n:13]2)[cH:5][cH:6][cH:7]1.[Na+:64].[O-:60][C:61]([OH:62])=[O:63]>>[F:1][c:2]1[c:3]([O:28][CH2:29][c:30]2[cH:31][cH:32][c:33]([CH:36]3[CH2:37][CH2:38][N:39]([C:54]([CH:51]4[CH2:52][CH2:53]4)=[O:55])[CH2:40][CH2:41]3)[cH:34][cH:35]2)[c:4](-[c:8]2[cH:9][cH:10][cH:11][c:12](-[n:14]3[n:15][cH:16][c:17]([C:23](=[O:24])[O:25][CH2:26][CH3:27])[c:18]3[C:19]([F:20])([F:21])[F:22])[n:13]2)[cH:5][cH:6][cH:7]1. Reactants: CC1=CC=C(C=C1)NC1=C(C=NC=2N1N=CC2C(=O)O)C(=O)N2CCC(CC2)C2=CC=CC=C2 (7-(4-Methylphenylamino)-6-(4-phenylpiperidine-1-carbonyl)pyrazolo[1,5-a]pyrimidine-3-carboxylic acid), C(C)S(=O)(=O)N (ethanesulfonamide). The product is CC1=CC=C(C=C1)NC1=C(C=NC=2N1N=CC2C(=O)NS(=O)(=O)CC)C(=O)N2CCC(CC2)C2=CC=CC=C2 (N-[7-(4-Methylphenylamino)-6-(4-phenylpiperidine-1-carbonyl)pyrazolo[1,5-a]pyrimidine-3-carbonyl]ethanesulfonamide). Yield: 15.2%. As a reaction SMILES: [CH3:1][C:2]1[CH:7]=[CH:6][C:5]([NH:8][C:9]2[N:14]3[N:15]=[CH:16][C:17]([C:18]([OH:20])=O)=[C:13]3[N:12]=[CH:11][C:10]=2[C:21]([N:23]2[CH2:28][CH2:27][CH:26]([C:29]3[CH:34]=[CH:33][CH:32]=[CH:31][CH:30]=3)[CH2:25][CH2:24]2)=[O:22])=[CH:4][CH:3]=1.[CH2:35]([S:37]([NH2:40])(=[O:39])=[O:38])[CH3:36]>>[CH3:1][C:2]1[CH:3]=[CH:4][C:5]([NH:8][C:9]2[N:14]3[N:15]=[CH:16][C:17]([C:18]([NH:40][S:37]([CH2:35][CH3:36])(=[O:39])=[O:38])=[O:20])=[C:13]3[N:12]=[CH:11][C:10]=2[C:21]([N:23]2[CH2:24][CH2:25][CH:26]([C:29]3[CH:34]=[CH:33][CH:32]=[CH:31][CH:30]=3)[CH2:27][CH2:28]2)=[O:22])=[CH:6][CH:7]=1. Procedure details: In the same manner as in Example 1, step 6 and using 7-(4-methylphenylamino)-6-(4-phenylpiperidine-1-carbonyl)pyrazolo[1,5-a]pyrimidine-3-carboxylic acid (0.17 g, 0.36 mmol) obtained in step 2 and ethanesulfonamide (0.20 g, 1.89 mmol), the title compound (0.03 g, 14%) was obtained. The reactants are CCOC(=O)C(C)(Cc1ccc(OCCC2CNC(=O)N2C)cc1)Oc1ccccc1F, CCCC[N+](CCCC)(CCCC)CCCC, CCOC(C)=O, FC(F)(F)c1ccc(CBr)cc1, [H-], [I-], [Na+]. The product is CCOC(=O)C(C)(Cc1ccc(OCCC2CN(Cc3ccc(C(F)(F)F)cc3)C(=O)N2C)cc1)Oc1ccccc1F. RXN SMILES: [CH2:13]([CH3:14])[O:15][C:16]([C:17]([CH2:18][c:19]1[cH:20][cH:21][c:22]([O:25][CH2:26][CH2:27][CH:28]2[N:29]([CH3:34])[C:30](=[O:33])[NH:31][CH2:32]2)[cH:23][cH:24]1)([CH3:35])[O:36][c:37]1[c:38]([F:43])[cH:39][cH:40][cH:41][cH:42]1)=[O:44].[CH2:48]([N+:49]([CH2:50][CH2:51][CH2:52][CH3:53])([CH2:54][CH2:55][CH2:56][CH3:57])[CH2:58][CH2:59][CH2:60][CH3:61])[CH2:62][CH2:63][CH3:64].[CH3:65][CH2:66][O:67][C:68](=[O:69])[CH3:70].[F:1][C:2]([c:3]1[cH:4][cH:5][c:6]([CH2:7][Br:8])[cH:9][cH:10]1)([F:11])[F:12].[H-:45].[I-:47].[Na+:46]>>[F:1][C:2]([c:3]1[cH:4][cH:5][c:6]([CH2:7][N:31]2[C:30](=[O:33])[N:29]([CH3:34])[CH:28]([CH2:27][CH2:26][O:25][c:22]3[cH:21][cH:20][c:19]([CH2:18][C:17]([C:16]([O:15][CH2:13][CH3:14])=[O:44])([CH3:35])[O:36][c:37]4[c:38]([F:43])[cH:39][cH:40][cH:41][cH:42]4)[cH:24][cH:23]3)[CH2:32]2)[cH:9][cH:10]1)([F:11])[F:12]. The reactants are CCc1ccccc1Br, C#Cc1ccc(CCC(=O)OC)cc1. Yields the product CCc1ccccc1C#Cc1ccc(CCC(=O)OC)cc1. Reaction SMILES: [Br:15][c:16]1[c:17]([CH2:22][CH3:23])[cH:18][cH:19][cH:20][cH:21]1.[C:1](#[CH:2])[c:3]1[cH:4][cH:5][c:6]([CH2:9][CH2:10][C:11](=[O:12])[O:13][CH3:14])[cH:7][cH:8]1>>[C:1](#[C:2][c:16]1[c:17]([CH2:22][CH3:23])[cH:18][cH:19][cH:20][cH:21]1)[c:3]1[cH:4][cH:5][c:6]([CH2:9][CH2:10][C:11](=[O:12])[O:13][CH3:14])[cH:7][cH:8]1. Starting materials: Cl (HCl), O1CCOCC1 (dioxane), C1(CCC1)N(C1CN(C1)C(=O)OC(C)(C)C)C (tert-butyl 3-(cyclobutyl(methyl)amino)azetidine-1-carboxylate). Solvent: C(Cl)Cl (methylene chloride). Run at temperature 20 celsius, time 30 hour. Product: C1(CCC1)N(C1CNC1)C (N-cyclobutyl-N-methylazetidin-3-amine), Cl (hydrochloride), salt. Isolated yield 76.0%. As a reaction SMILES: [CH:1]1([N:5]([CH3:17])[CH:6]2[CH2:9][N:8](C(OC(C)(C)C)=O)[CH2:7]2)[CH2:4][CH2:3][CH2:2]1.[ClH:18].O1CCOCC1>C(Cl)Cl>[CH:1]1([N:5]([CH3:17])[CH:6]2[CH2:9][NH:8][CH2:7]2)[CH2:4][CH2:3][CH2:2]1.[ClH:18]. Procedure: Combined a solution of tert-butyl 3-(cyclobutyl(methyl)amino)azetidine-1-carboxylate (285 mg, 1.186 mmol) in methylene chloride (6 mL) and added 4 M HCl in dioxane (1.186 mL, 4.74 mmol) and the solution stirred at 20° C. for 30 h. The solution was concentrated in vacuo and concentrated from heptane/methylene chloride to give the title compound as a hydrochloride acid salt (191 mg, 0.896 mmol, 76%) as a light yellow solid which was used without further purification. Reagents/catalysts: [Pd].C1(=CC=CC=C1)P(C1=CC=CC=C1)C1=CC=CC=C1.C1(=CC=CC=C1)P(C1=CC=CC=C1)C1=CC=CC=C1.C1(=CC=CC=C1)P(C1=CC=CC=C1)C1=CC=CC=C1.C1(=CC=CC=C1)P(C1=CC=CC=C1)C1=CC=CC=C1 (tetrakis(triphenylphosphine) palladium). Yields the product FC1=C(C=C(C=C1)OC)C1=C(C=C(C=C1)C(=O)OC)C=O (Methyl 2′-fluoro-2-formyl-5′-(methyloxy)-1,1′-biphenyl-4-carboxylate). The reactants are C(=O)([O-])[O-].[Cs+].[Cs+] (Cs2CO3), N#N (N2), C(=O)C=1C=C(C(=O)OC)C=CC1OS(=O)(=O)C(F)(F)F (methyl 3-formyl-4-(trifluoromethyl-sulfonyloxy)benzoate), FC1=C(C=C(C=C1)OC)B(O)O (2-fluoro-5-methoxy-phenylboronic acid). The solvent is COCCOC (1,2-dimethoxyethane). As a reaction SMILES: [CH:1]([C:3]1[CH:4]=[C:5]([CH:10]=[CH:11][C:12]=1OS(C(F)(F)F)(=O)=O)[C:6]([O:8][CH3:9])=[O:7])=[O:2].[F:21][C:22]1[CH:27]=[CH:26][C:25]([O:28][CH3:29])=[CH:24][C:23]=1B(O)O.C([O-])([O-])=O.[Cs+].[Cs+].N#N>COCCOC.[Pd].C1(P(C2C=CC=CC=2)C2C=CC=CC=2)C=CC=CC=1.C1(P(C2C=CC=CC=2)C2C=CC=CC=2)C=CC=CC=1.C1(P(C2C=CC=CC=2)C2C=CC=CC=2)C=CC=CC=1.C1(P(C2C=CC=CC=2)C2C=CC=CC=2)C=CC=CC=1>[F:21][C:22]1[CH:27]=[CH:26][C:25]([O:28][CH3:29])=[CH:24][C:23]=1[C:12]1[CH:11]=[CH:10][C:5]([C:6]([O:8][CH3:9])=[O:7])=[CH:4][C:3]=1[CH:1]=[O:2] |f:2.3.4,7.8.9.10.11|. Procedure: A mixture of methyl 3-formyl-4-(trifluoromethyl-sulfonyloxy)benzoate (T37.2) (7.57 g, 24.2 mmol), 2-fluoro-5-methoxy-phenylboronic acid (commercially available from Sigma-Aldrich, St. Louis, Mo., USA) (12.4 g, 72.7 mmol), Cs2CO3 (27.6 g, 84.9 mmol), and tetrakis(triphenylphosphine) palladium (2.80 g, 2.42 mmol) in 1,2-dimethoxyethane (DME) (75 mL) was degassed with N2 at room temperature The mixture was heated at 95° C. for 9 hours. After removing solvent, the residue was purified by flash chrom... Isolated yield 56.0%. Run at temperature 95 celsius. The reactants are C(C)(C)(C)OC(=O)N[C@H](C(=O)OCC(C)(C)C)C ((S)-neopentyl 2-(tert-butoxycarbonylamino)propanoate), CC=1C=CC(=CC1)S(=O)(=O)O.O (PTSA.H2O). Solvent: C(C)(=O)OCC (ethyl acetate). Conditions: temperature 65 celsius. Yields the product C1(=CC=C(C=C1)S(=O)(=O)O)C.N[C@H](C(=O)OCC(C)(C)C)C ((S)-neopentyl 2-aminopropanoate p-toluenesulfonic acid). The yield is 79.0%. Reaction SMILES: C(OC([NH:8][C@@H:9]([CH3:18])[C:10]([O:12][CH2:13][C:14]([CH3:17])([CH3:16])[CH3:15])=[O:11])=O)(C)(C)C.[CH3:19][C:20]1[CH:21]=[CH:22][C:23]([S:26]([OH:29])(=[O:28])=[O:27])=[CH:24][CH:25]=1.O>C(OCC)(=O)C>[C:20]1([CH3:19])[CH:21]=[CH:22][C:23]([S:26]([OH:29])(=[O:27])=[O:28])=[CH:24][CH:25]=1.[NH2:8][C@@H:9]([CH3:18])[C:10]([O:12][CH2:13][C:14]([CH3:17])([CH3:16])[CH3:15])=[O:11] |f:1.2,4.5|. Reported procedure: The conversion was carried out using a 22 L 3-neck open head flask equipped with a mechanical stirrer and an internal thermocouple. To a stirred solution of (S)-neopentyl 2-(tert-butoxycarbonylamino)propanoate (900 g, 3.47 mol) in 14 L of ethyl acetate was added PTSA.H2O (660 g, 3.47 mol, 98% reagent grade, Product No 161993, Aldrich) and heated at 65° C. for 10 h. The mixture was cooled to give white solid at room temperature and cooled at ice bath for 30 min prior to filtration. The mixture so... Reactants: CC(=O)C=1C=CC(=CC1)O (4-hydroxyacetophenone), S(=O)(=O)(O)O.NO (hydroxylamine sulfate), [OH-].[NH4+] (ammonium hydroxide). Solvent: O (water). The product is CC(=C1C=CC(=O)C=C1)NO (4-hydroxyacetophenone oxime). Isolated yield 173.7%. Reaction SMILES: [CH3:1][C:2]([C:4]1[CH:5]=[CH:6][C:7]([OH:10])=[CH:8][CH:9]=1)=O.S(O)(O)(=O)=O.[NH2:16][OH:17].[OH-].[NH4+]>O>[CH3:1][C:2]([NH:16][OH:17])=[C:4]1[CH:5]=[CH:6][C:7](=[O:10])[CH:8]=[CH:9]1 |f:1.2,3.4|. Reported procedure: A solution was prepared by adding 20.4 g (0.15 mol) of 4-hydroxyacetophenone and 13.0 g (0.08 mol) of hydroxylamine sulfate to 100 mL of water at 70° C. To the solution was added 16.3 mL of 30% ammonium hydroxide which was then heated at reflux for 0.5 h. White crystals formed upon cooling yielding 21.0 g (92.6%) of 4-hydroxyacetophenone oxime.